The task is: describe an organic reaction: reactants, conditions, products, and yield. This data is from the Open Reaction Database (ORD), a public repository of structured organic reaction records. Reactants: NC1=CC=C(CCO)C=C1 (4-aminophenethyl alcohol), Br (hydrobromic acid). Yields the product Br.BrCCC1=CC=C(N)C=C1 (4-(2-bromoethyl)aniline hydrobromide). As a reaction SMILES: [NH2:1][C:2]1[CH:10]=[CH:9][C:5]([CH2:6][CH2:7]O)=[CH:4][CH:3]=1.[BrH:11]>>[BrH:11].[Br:11][CH2:7][CH2:6][C:5]1[CH:9]=[CH:10][C:2]([NH2:1])=[CH:3][CH:4]=1 |f:2.3|. Procedure: To 4-aminophenethyl alcohol (25 g) was added 48% hydrobromic acid (250 ml), and the mixture was heated under reflux for 4 hours with stirring. After cooling, collection of the resulting precipitates by filtration gave 4-(2-bromoethyl)aniline hydrobromide (30.3 g). Run at time 3 hour. Product: CC1=CC=CC(=N1)N1CCC(CC1)CCC1CCN(CC1)C(=O)OC=1C=NC=C(C(=O)OC)C1 (methyl 5-{[(4-{2-[1-(6-methylpyridin-2-yl)piperidin-4-yl]ethyl}piperidin-1-yl}carbonyl]oxy}nicotinate). The reactants are [N+](=O)([O-])C1=CC=C(OC(=O)OC=2C=NC=C(C(=O)OC)C2)C=C1 (Methyl 5-{[(4-nitrophenoxy)carbonyl]oxy}nicotinate), C(C)#N (acetonitrile), Cl.Cl.CC1=NC(=CC=C1)N1CCC(CC1)CCC1CCNCC1 (2-methyl-6-[4-(2-piperidin-4-ylethyl)piperidin-1-yl]pyridine dihydrochloride), TEA. RXN SMILES: [N+](C1C=CC(O[C:9]([O:11][C:12]2[CH:13]=[N:14][CH:15]=[C:16]([CH:21]=2)[C:17]([O:19][CH3:20])=[O:18])=[O:10])=CC=1)([O-])=O.C(#N)C.Cl.Cl.[CH3:29][C:30]1[CH:35]=[CH:34][CH:33]=[C:32]([N:36]2[CH2:41][CH2:40][CH:39]([CH2:42][CH2:43][CH:44]3[CH2:49][CH2:48][NH:47][CH2:46][CH2:45]3)[CH2:38][CH2:37]2)[N:31]=1>CCOC(C)=O>[CH3:29][C:30]1[N:31]=[C:32]([N:36]2[CH2:41][CH2:40][CH:39]([CH2:42][CH2:43][CH:44]3[CH2:49][CH2:48][N:47]([C:9]([O:11][C:12]4[CH:13]=[N:14][CH:15]=[C:16]([CH:21]=4)[C:17]([O:19][CH3:20])=[O:18])=[O:10])[CH2:46][CH2:45]3)[CH2:38][CH2:37]2)[CH:33]=[CH:34][CH:35]=1 |f:2.3.4|. Isolated yield 63.0%. Reported procedure: Methyl 5-{[(4-nitrophenoxy)carbonyl]oxy}nicotinate (505 mg) was added to an acetonitrile (10 ml) solution of 2-methyl-6-[4-(2-piperidin-4-ylethyl)piperidin-1-yl]pyridine dihydrochloride (520 mg) and TEA (0.50 ml), followed by stirring at room temperature for 3 hours. The reaction liquid was diluted with EtOAc, washed with an aqueous saturated sodium hydrogencarbonate solution, and dried over anhydrous magnesium sulfate. The solvent was evaporated, and the resulting residue was purified by silica... Solvent: CCOC(=O)C (EtOAc). Starting materials: C(C)(C)(C)C1=NC=C(C(=N1)NCCCOC)C(=O)N([C@@H]1CN(C[C@@H](C1)C(=O)N1CCN(CC1)C)C(=O)OC(C)(C)C)CC(C)C (tert-Butyl (3S,5R)-3-[({2-tert-butyl-4-[(3-methoxypropyl)amino]pyrimidin-5-yl}carbonyl)(2-methylpropyl)amino]-5-[(4-methylpiperazin-1-yl)carbonyl]piperidine-1-carboxylate), C(C)(=O)OCC.Cl (hydrogen chloride-ethyl acetate). Run in C(C)(=O)OCC (ethyl acetate). Reaction conditions: time 1 hour. Yields the product Cl.Cl.Cl.C(C)(C)(C)C1=NC=C(C(=N1)NCCCOC)C(=O)N(CC(C)C)[C@@H]1CNC[C@@H](C1)C(=O)N1CCN(CC1)C (2-tert-butyl-4-[(3-methoxypropyl)amino]-N-{(3S,5R)-5-[(4-methylpiperazin-1-yl)carbonyl]piperidin-3-yl}-N-(2-methylpropyl)pyrimidine-5-carboxamide trihydrochloride). As a reaction SMILES: [C:1]([C:5]1[N:10]=[C:9]([NH:11][CH2:12][CH2:13][CH2:14][O:15][CH3:16])[C:8]([C:17]([N:19]([CH2:42][CH:43]([CH3:45])[CH3:44])[C@H:20]2[CH2:25][C@@H:24]([C:26]([N:28]3[CH2:33][CH2:32][N:31]([CH3:34])[CH2:30][CH2:29]3)=[O:27])[CH2:23][N:22](C(OC(C)(C)C)=O)[CH2:21]2)=[O:18])=[CH:7][N:6]=1)([CH3:4])([CH3:3])[CH3:2].C(OCC)(=O)C.[ClH:52]>C(OCC)(=O)C>[ClH:52].[ClH:52].[ClH:52].[C:1]([C:5]1[N:10]=[C:9]([NH:11][CH2:12][CH2:13][CH2:14][O:15][CH3:16])[C:8]([C:17]([N:19]([C@H:20]2[CH2:25][C@@H:24]([C:26]([N:28]3[CH2:33][CH2:32][N:31]([CH3:34])[CH2:30][CH2:29]3)=[O:27])[CH2:23][NH:22][CH2:21]2)[CH2:42][CH:43]([CH3:45])[CH3:44])=[O:18])=[CH:7][N:6]=1)([CH3:3])([CH3:4])[CH3:2] |f:1.2,4.5.6.7|. Procedure details: tert-Butyl (3S,5R)-3-[({2-tert-butyl-4-[(3-methoxypropyl)amino]pyrimidin-5-yl}carbonyl)(2-methylpropyl)amino]-5-[(4-methylpiperazin-1-yl)carbonyl]piperidine-1-carboxylate (87 mg) was dissolved in ethyl acetate (1 ml), 4 N hydrogen chloride-ethyl acetate solution (1 ml) was added, and the mixture was stirred at room temperature for 1 hr. The solvent was evaporated under reduced pressure, and the residue was dried under reduced pressure to give the object compound (87 mg). Starting materials: O=C(O)C1CC2(CN1C(=O)OCc1ccccc1)SCCS2, O=C(O)CNC(=O)OCc1ccccc1, O=C(O)C1CC2(CN1)SCCS2. Yields the product O=C(NCC(=O)N1CC2(CC1C(=O)O)SCCS2)OCc1ccccc1. As a reaction SMILES: [CH2:1]([O:2][C:9](=[O:10])[N:11]1[CH2:12][C:13]2([S:14][CH2:15][CH2:16][S:17]2)[CH2:18][CH:19]1[C:20](=[O:21])[OH:22])[c:3]1[cH:4][cH:5][cH:6][cH:7][cH:8]1.[OH:35][C:36](=[O:37])[CH2:38][NH:39][C:40](=[O:41])[O:42][CH2:43][c:44]1[cH:45][cH:46][cH:47][cH:48][cH:49]1.[S:23]1[C:24]2([CH2:25][CH:26]([C:27]([OH:28])=[O:29])[NH:30][CH2:31]2)[S:32][CH2:33][CH2:34]1>>[C:9](=[O:10])([N:11]1[CH2:12][C:13]2([S:14][CH2:15][CH2:16][S:17]2)[CH2:18][CH:19]1[C:20](=[O:21])[OH:22])[CH2:38][NH:39][C:40](=[O:41])[O:42][CH2:43][c:44]1[cH:45][cH:46][cH:47][cH:48][cH:49]1.